This data is from the Open Reaction Database (ORD), a public repository of structured organic reaction records. The task is: describe an organic reaction: reactants, conditions, products, and yield Starting materials: C1(=CC=CC=C1)C=1SC=CC1 (2-phenylthiophene), [Li] (lithium), CCOCC (ether), C(=O)=O (CO2). The solvent is O1CCCC1 (tetrahydrofuran), CCCCCC (hexane). Conditions: time 1 hour. Yields the product C1(=CC=CC=C1)C1=CC=C(S1)C(=O)O (5-phenyl 2-thiophenecarboxylic acid). Reaction SMILES: [C:1]1([C:7]2[S:8][CH:9]=[CH:10][CH:11]=2)[CH:6]=[CH:5][CH:4]=[CH:3][CH:2]=1.[Li].[C:13](=[O:15])=[O:14].CCOCC>O1CCCC1.CCCCCC>[C:1]1([C:7]2[S:8][C:9]([C:13]([OH:15])=[O:14])=[CH:10][CH:11]=2)[CH:2]=[CH:3][CH:4]=[CH:5][CH:6]=1 |^1:11|. Reported procedure: A solution of 2-phenylthiophene (16.0 g, 0.1 mole) in 100 ml anhydrous tetrahydrofuran (THF) is treated dropwise with a solution of n-bityl lithium (0.11 mole) in hexane (2 M solution). Thereafter the mixture is stirred for 1 hr. The resulting black solution is poured onto 50 g of solid CO2 covered with ether. When all the CO2 is evaporated, the mixture is treated with 200 ml of water, acidified with 10% HCl and extracted with ether. The extract is washed with 5% NaOH. The latter washings are co...